Dataset: the Open Reaction Database (ORD), a public repository of structured organic reaction records. Task: describe an organic reaction: reactants, conditions, products, and yield The reactants are CCOC(=O)C(O)CN, CCN=C=NCCCN(C)C, CCN(C(C)C)C(C)C, O=C(O)c1ccc(CN(C(=O)Nc2cc(C(F)(F)F)cc(C(F)(F)F)c2)c2ccc(C3CCCCC3)cc2)cc1, CN(C)C=O, O, On1nnc2cccnc21. As a reaction SMILES: [CH2:62]([CH3:63])[O:64][C:65]([CH:66]([CH2:67][NH2:68])[OH:69])=[O:70].[CH3:51][CH2:52][N:53]=[C:54]=[N:55][CH2:56][CH2:57][CH2:58][N:59]([CH3:60])[CH3:61].[CH:71]([N:72]([CH:73]([CH3:74])[CH3:75])[CH2:76][CH3:77])([CH3:78])[CH3:79].[F:1][C:2]([c:3]1[cH:4][c:5]([NH:13][C:14]([N:15]([c:16]2[cH:17][cH:18][c:19]([CH:22]3[CH2:23][CH2:24][CH2:25][CH2:26][CH2:27]3)[cH:20][cH:21]2)[CH2:28][c:29]2[cH:30][cH:31][c:32]([C:33](=[O:34])[OH:35])[cH:36][cH:37]2)=[O:38])[cH:6][c:7]([C:9]([F:10])([F:11])[F:12])[cH:8]1)([F:39])[F:40].[O:80]=[CH:81][N:82]([CH3:83])[CH3:84].[OH2:85].[OH:41][n:42]1[c:43]2[n:44][cH:45][cH:46][cH:47][c:48]2[n:49][n:50]1>>[F:1][C:2]([c:3]1[cH:4][c:5]([NH:13][C:14]([N:15]([c:16]2[cH:17][cH:18][c:19]([CH:22]3[CH2:23][CH2:24][CH2:25][CH2:26][CH2:27]3)[cH:20][cH:21]2)[CH2:28][c:29]2[cH:30][cH:31][c:32]([C:33](=[O:34])[NH:68][CH2:67][CH:66]([C:65]([O:64][CH2:62][CH3:63])=[O:70])[OH:69])[cH:36][cH:37]2)=[O:38])[cH:6][c:7]([C:9]([F:10])([F:11])[F:12])[cH:8]1)([F:39])[F:40]. The product is CCOC(=O)C(O)CNC(=O)c1ccc(CN(C(=O)Nc2cc(C(F)(F)F)cc(C(F)(F)F)c2)c2ccc(C3CCCCC3)cc2)cc1. Reactants: C(C)(=O)OCC (ethyl acetate), OC=1C=C(C(=O)NC2=NC=C(N=C2)C)C=C(C1)O[C@H](COC)C (3-hydroxy-5-{[(1S)-1-methyl-2-(methyloxy)ethyl]oxy}-N-(5-methylpyrazin-2-yl)benzamide), FC1=CC2=C(S(CCCO2)(=O)=O)C=C1 (8-fluoro-3,4-dihydro-2H-1,5-benzoxathiepine 5,5-dioxide), C([O-])([O-])=O.[K+].[K+] (potassium carbonate). Solvent: C(C)#N (acetonitrile), O (water). Conditions: temperature 160 celsius, time 5 hour. Product: O=S1(CCCOC2=C1C=CC(=C2)OC=2C=C(C(=O)NC1=NC=C(N=C1)C)C=C(C2)O[C@H](COC)C)=O (3-[(5,5-Dioxido-3,4-dihydro-2H-1,5-benzoxathiepin-8-yl)oxy]-5-{[(1S)-1-methyl-2-(methyloxy)ethyl]oxy}-N-(5-methylpyrazin-2-yl)benzamide). Yield: 34.8%. Reaction SMILES: [OH:1][C:2]1[CH:3]=[C:4]([CH:15]=[C:16]([O:18][C@@H:19]([CH3:23])[CH2:20][O:21][CH3:22])[CH:17]=1)[C:5]([NH:7][C:8]1[CH:13]=[N:12][C:11]([CH3:14])=[CH:10][N:9]=1)=[O:6].F[C:25]1[CH:37]=[CH:36][C:28]2[S:29](=[O:35])(=[O:34])[CH2:30][CH2:31][CH2:32][O:33][C:27]=2[CH:26]=1.C(=O)([O-])[O-].[K+].[K+].C(OCC)(=O)C>C(#N)C.O>[O:35]=[S:29]1(=[O:34])[C:28]2[CH:36]=[CH:37][C:25]([O:1][C:2]3[CH:3]=[C:4]([CH:15]=[C:16]([O:18][C@@H:19]([CH3:23])[CH2:20][O:21][CH3:22])[CH:17]=3)[C:5]([NH:7][C:8]3[CH:13]=[N:12][C:11]([CH3:14])=[CH:10][N:9]=3)=[O:6])=[CH:26][C:27]=2[O:33][CH2:32][CH2:31][CH2:30]1 |f:2.3.4|. Procedure: A mixture of 3-hydroxy-5-{[(1S)-1-methyl-2-(methyloxy)ethyl]oxy}-N-(5-methylpyrazin-2-yl)benzamide (0.15 g, 0.47 mmol), 8-fluoro-3,4-dihydro-2H-1,5-benzoxathiepine 5,5-dioxide (103 mg, 0.47 mmol) and potassium carbonate (131 mg, 0.95 mmol) in acetonitrile (5 mL) was stirred in a microwave reactor at 160° C. for 5 hours. The mixture was reduced in vacuo and ethyl acetate (50 mL) and water (50 mL) were added. The aqueous layer was re-extracted into ethyl acetate (50 mL) and the combined organics w... Reactants: [Li]CCCC, CCCCCC, Cc1ccsc1C1OCCO1, CN(C)C=O, [Cl-], [NH4+], C1CCOC1. Product: Cc1cc(C=O)sc1C1OCCO1. As a reaction SMILES: [CH2:18]([Li:19])[CH2:20][CH2:21][CH3:22].[CH3:12][CH2:13][CH2:14][CH2:15][CH2:16][CH3:17].[CH3:1][c:2]1[c:3]([CH:7]2[O:8][CH2:9][CH2:10][O:11]2)[s:4][cH:5][cH:6]1.[CH3:23][N:24]([CH:25]=[O:26])[CH3:27].[Cl-:28].[NH4+:29].[O:30]1[CH2:31][CH2:32][CH2:33][CH2:34]1>>[CH3:1][c:2]1[c:3]([CH:7]2[O:8][CH2:9][CH2:10][O:11]2)[s:4][c:5]([CH:25]=[O:26])[cH:6]1. Reactants: C(C)(=O)NC1CC=2C=CC=C(C2CC1)OCC(=O)OC (methyl 6-acetylamino-5,6,7,8-tetrahydro-naphth-1-yl-oxyacetate). Run in Cl (HCl). Conditions: temperature 0 celsius. The product is NC1CC=2C=CC=C(C2CC1)OCC(=O)O (6-Amino-5,6,7,8-tetrahydro-naphth-1-yl-oxyacetic acid). Reaction SMILES: C([NH:4][CH:5]1[CH2:14][CH2:13][C:12]2[C:11]([O:15][CH2:16][C:17]([O:19]C)=[O:18])=[CH:10][CH:9]=[CH:8][C:7]=2[CH2:6]1)(=O)C>Cl>[NH2:4][CH:5]1[CH2:14][CH2:13][C:12]2[C:11]([O:15][CH2:16][C:17]([OH:19])=[O:18])=[CH:10][CH:9]=[CH:8][C:7]=2[CH2:6]1. Procedure: 20 mmol of methyl 6-acetylamino-5,6,7,8-tetrahydro-naphth-1-yl-oxyacetate are refluxed in 300 ml of 2N HCl for 24 hours. The product precipitates on cooling to 0° C. The reactants are CC(C)(C)[SiH2]OC(C)(C)C(CO)(CCCO)NS(=O)(=O)c1ccc(Oc2ccc(F)cc2)cc1, ClCCl, O=S(=O)(OS(=O)(=O)C(F)(F)F)C(F)(F)F, Cc1cccc(C)n1. Product: CC(C)(C)[SiH2]OC(C)(C)C1(NS(=O)(=O)c2ccc(Oc3ccc(F)cc3)cc2)CCCOC1. As a reaction SMILES: [C:1]([CH3:2])([CH3:3])([CH3:4])[SiH2:5][O:6][C:7]([C:8]([CH2:9][CH2:10][CH2:11][OH:12])([CH2:13][OH:14])[NH:15][S:16](=[O:17])(=[O:18])[c:19]1[cH:20][cH:21][c:22]([O:25][c:26]2[cH:27][cH:28][c:29]([F:32])[cH:30][cH:31]2)[cH:23][cH:24]1)([CH3:33])[CH3:34].[CH2:58]([Cl:59])[Cl:60].[F:43][C:44]([S:45]([O:46][S:47]([C:48]([F:49])([F:50])[F:51])(=[O:52])=[O:53])(=[O:54])=[O:55])([F:56])[F:57].[n:35]1[c:36]([CH3:37])[cH:38][cH:39][cH:40][c:41]1[CH3:42]>>[C:1]([CH3:2])([CH3:3])([CH3:4])[SiH2:5][O:6][C:7]([C:8]1([NH:15][S:16](=[O:17])(=[O:18])[c:19]2[cH:20][cH:21][c:22]([O:25][c:26]3[cH:27][cH:28][c:29]([F:32])[cH:30][cH:31]3)[cH:23][cH:24]2)[CH2:9][CH2:10][CH2:11][O:12][CH2:13]1)([CH3:33])[CH3:34]. As a reaction SMILES: [CH3:1][O:2][C:3]([C:5]1[S:6][C:7]([C:11]2([OH:17])[CH2:16][CH2:15][O:14][CH2:13][CH2:12]2)=[CH:8][C:9]=1[NH2:10])=[O:4].CO[CH:20]([N:23]([CH3:25])[CH3:24])OC>>[CH3:1][O:2][C:3]([C:5]1[S:6][C:7]([C:11]2([OH:17])[CH2:12][CH2:13][O:14][CH2:15][CH2:16]2)=[CH:8][C:9]=1[N:10]=[CH:20][N:23]([CH3:25])[CH3:24])=[O:4]. Yields the product COC(=O)C=1SC(=CC1N=CN(C)C)C1(CCOCC1)O (3-(Dimethylaminomethyleneamino)-5-(4-hydroxytetrahydropyran-4-yl)thiophene-2-carboxylic acid methyl ester). The reactants are COC(=O)C=1SC(=CC1N)C1(CCOCC1)O (3-Amino-5-(4-hydroxytetrahydropyran-4-yl)thiophene-2-carboxylic acid methyl ester), COC(OC)N(C)C (dimethoxymethyldimethylamine). Procedure details: 3-Amino-5-(4-hydroxytetrahydropyran-4-yl)thiophene-2-carboxylic acid methyl ester and dimethoxymethyldimethylamine were reacted by method B. The product with the molecular weight of 312.39 (C14H20N2O4S) was obtained in this way; MS (ESI): 313 (M+H+). Starting materials: C(=O)N[C@H]1[C@@H]2N(C(=C(CS2)SCC=2C=NN(C2)C(C2=CC=CC=C2)(C2=CC=CC=C2)C2=CC=CC=C2)C(=O)OC(C2=CC=CC=C2)C2=CC=CC=C2)C1=O (Diphenylmethyl 7β-formamido-3-[(1-tritylpyrazol-4-yl)methylthio]-3-cephem-4-carboxylate), Cl (hydrochloric acid), Cl (hydrochloric acid). Run in CO (methanol). Reaction conditions: time 3 hour. Product: N[C@H]1[C@@H]2N(C(=C(CS2)SCC=2C=NNC2)C(=O)OC(C2=CC=CC=C2)C2=CC=CC=C2)C1=O (diphenylmethyl 7β-amino-3-[(pyrazol-4-yl)methylthio]-3-cephem-4-carboxylate). The yield is 80.2%. Reaction SMILES: C([NH:3][C@@H:4]1[C:53](=[O:54])[N:6]2[C:7]([C:37]([O:39][CH:40]([C:47]3[CH:52]=[CH:51][CH:50]=[CH:49][CH:48]=3)[C:41]3[CH:46]=[CH:45][CH:44]=[CH:43][CH:42]=3)=[O:38])=[C:8]([S:11][CH2:12][C:13]3[CH:14]=[N:15][N:16](C(C4C=CC=CC=4)(C4C=CC=CC=4)C4C=CC=CC=4)[CH:17]=3)[CH2:9][S:10][C@H:5]12)=O.Cl>CO>[NH2:3][C@@H:4]1[C:53](=[O:54])[N:6]2[C:7]([C:37]([O:39][CH:40]([C:41]3[CH:46]=[CH:45][CH:44]=[CH:43][CH:42]=3)[C:47]3[CH:52]=[CH:51][CH:50]=[CH:49][CH:48]=3)=[O:38])=[C:8]([S:11][CH2:12][C:13]3[CH:17]=[N:16][NH:15][CH:14]=3)[CH2:9][S:10][C@H:5]12. Procedure details: Diphenylmethyl 7β-formamido-3-[(1-tritylpyrazol-4-yl)methylthio]-3-cephem-4-carboxylate (121.7 g) was suspended in methanol (1.46 l), concentrated hydrochloric acid (94.8 ml) was added thereto below 25° C. The reaction mixture was stirred at the room temperature for 3 hours, and then concentrated hydrochloric acid (4.0 ml) was added. After the reaction mixture was stirred at the same temperature for one hour, insoluble precipitate was filtered off below 10° C. The filtrate was poured into a mixt... Reactants: FC(C(=O)N1CCN(CC1)C(=O)O)(F)F (4-(2,2,2-trifluoro-acetyl)-piperazine-1-carboxylic acid), butyl ester, FC(C(=O)O)(F)F (trifluoroacetic acid). Solvent: C(Cl)Cl (CH2Cl2). Conditions: time 18 hour. Yields the product FC(C(=O)N1CCNCC1)(F)F (2,2,2-Trifluoro-1-piperazin-1-yl-ethanone). Reaction SMILES: [F:1][C:2]([F:15])([F:14])[C:3]([N:5]1[CH2:10][CH2:9][N:8](C(O)=O)[CH2:7][CH2:6]1)=[O:4].FC(F)(F)C(O)=O>C(Cl)Cl>[F:15][C:2]([F:1])([F:14])[C:3]([N:5]1[CH2:10][CH2:9][NH:8][CH2:7][CH2:6]1)=[O:4]. Reported procedure: To a solution of compound 4-(2,2,2-trifluoro-acetyl)-piperazine-1-carboxylic acid tent-butyl ester (15.15 g, 53.69 mmol) in CH2Cl2 (60 mL) was added trifluoroacetic acid (18 mL) at room temperature. The resulting mixture was stirred at room temperature for 18 h. The solvent was removed by evaporation. Diethyl ether (100 mL) was added to the residue. The white solid was collected by filtration, washed with diethyl ether, and dried under vacuum. The resulting residue, the title compound, was used ...